This data is from the Open Reaction Database (ORD), a public repository of structured organic reaction records. The task is: describe an organic reaction: reactants, conditions, products, and yield The reactants are C(OC(C)(C)C)(OC1=CC(=C(C=C1)C1=C(C=CC(=C1)OC)F)C#CC(C)(O[Si](C)(C)C)C)=O (tert-butyl 2′-fluoro-5′-methoxy-2-(3-methyl-3-((trimethylsilyl)oxy)but-1-yn-1-yl)biphenyl-4-yl carbonate), [F-].C(CCC)[N+](CCCC)(CCCC)CCCC (tetrabutylammonium fluoride). Solvent: C1CCOC1 (THF), C1CCOC1 (THF), C(C)(=O)OCC (ethyl acetate). Reaction conditions: time 30 minute. Product: C(OC(C)(C)C)(OC1=CC(=C(C=C1)C1=C(C=CC(=C1)OC)F)C#CC(C)(C)O)=O (tert-butyl 2′-fluoro-2-(3-hydroxy-3-methylbut-1-yn-1-yl)-5′-methoxybiphenyl-4-yl carbonate). Isolated yield 84.3%. RXN SMILES: [C:1](=[O:33])([O:7][C:8]1[CH:13]=[CH:12][C:11]([C:14]2[CH:19]=[C:18]([O:20][CH3:21])[CH:17]=[CH:16][C:15]=2[F:22])=[C:10]([C:23]#[C:24][C:25]([CH3:32])([O:27][Si](C)(C)C)[CH3:26])[CH:9]=1)[O:2][C:3]([CH3:6])([CH3:5])[CH3:4].[F-].C([N+](CCCC)(CCCC)CCCC)CCC>C1COCC1.C(OCC)(=O)C>[C:1](=[O:33])([O:7][C:8]1[CH:13]=[CH:12][C:11]([C:14]2[CH:19]=[C:18]([O:20][CH3:21])[CH:17]=[CH:16][C:15]=2[F:22])=[C:10]([C:23]#[C:24][C:25]([OH:27])([CH3:32])[CH3:26])[CH:9]=1)[O:2][C:3]([CH3:6])([CH3:5])[CH3:4] |f:1.2|. Procedure details: To a solution of tert-butyl 2′-fluoro-5′-methoxy-2-(3-methyl-3-((trimethylsilyl)oxy)but-1-yn-1-yl)biphenyl-4-yl carbonate (480 mg) in THF (3 mL) was added a solution (1 M, 2.0 mL) of tetrabutylammonium fluoride in THF, and the mixture was stirred at room temperature for 30 min. The reaction mixture was diluted with ethyl acetate. The diluted solution was washed with water and saturated brine, and dried over anhydrous sodium sulfate. The solvent was evaporated under reduced pressure, and the resi... Reactants: C(C)OC(C(C1=CNC2=C(C=CC=C12)CC)N)=O (α-Amino-7-ethyl-1H-indole-3-acetic Acid Ethyl Ester), [H-].[H-].[H-].[H-].[Li+].[Al+3] (LiAlH4). Solvent: C1CCOC1 (THF), C1CCOC1 (THF). Product: NC(CO)C1=CNC2=C(C=CC=C12)CC (β-Amino-7-ethyl-1H-indole-3-ethanol). Yield: 85.7%. Reaction SMILES: C([O:3][C:4](=O)[CH:5]([NH2:17])[C:6]1[C:14]2[C:9](=[C:10]([CH2:15][CH3:16])[CH:11]=[CH:12][CH:13]=2)[NH:8][CH:7]=1)C.[H-].[H-].[H-].[H-].[Li+].[Al+3]>C1COCC1>[NH2:17][CH:5]([C:6]1[C:14]2[C:9](=[C:10]([CH2:15][CH3:16])[CH:11]=[CH:12][CH:13]=2)[NH:8][CH:7]=1)[CH2:4][OH:3] |f:1.2.3.4.5.6|. Procedure details: α-Amino-7-ethyl-1H-indole-3-acetic acid ethyl ester 6 (4.9 g, 0.02 mol) in THF (50 mL) was added to LiAlH4 (2.3 g, 0.06 mol) in THF (25 mL) and the mixture was refluxed for 2 hours to give β-amino-7-ethyl-1H-indole-3-ethanol 7 (3.5 g, 85.7%). A sample recrystallized from ethyl acetate-hexane had m.p. 84°-86° C. As a reaction SMILES: CO[CH2:3][CH2:4]OC.Br[C:8]1[C:20]([C:21]([CH3:24])([CH3:23])[CH3:22])=[CH:19][C:18]2[C:17]3[C:12](=[CH:13][C:14](Br)=[C:15]([C:25]([CH3:28])([CH3:27])[CH3:26])[CH:16]=3)[CH2:11][C:10]=2[CH:9]=1.[C:30]1(OB(O)O)[CH:35]=[CH:34][CH:33]=[CH:32][CH:31]=1>C(O)C>[C:25]([C:15]1[C:14]([C:4]2[CH:3]=[CH:10][CH:9]=[CH:8][CH:20]=2)=[CH:13][C:12]2[CH2:11][C:10]3[C:18]([C:17]=2[CH:16]=1)=[CH:19][C:20]([C:21]([CH3:24])([CH3:22])[CH3:23])=[C:8]([C:30]1[CH:35]=[CH:34][CH:33]=[CH:32][CH:31]=1)[CH:9]=3)([CH3:27])([CH3:26])[CH3:28]. The reactants are COCCOC (DME), BrC1=CC=2CC3=CC(=C(C=C3C2C=C1C(C)(C)C)C(C)(C)C)Br (2,7-dibromo-3,6-di-tert-butylfluorene), Pd(PPh3), C1(=CC=CC=C1)OB(O)O (phenylboric acid), C1(=CC=CC=C1)OB(O)O (phenylboric acid). Run in C(C)O (ethanol). Procedure details: Under a nitrogen atmosphere, 120 mL of anhydrous DME was added to 8.15 g (18.7 mmol) of 2,7-dibromo-3,6-di-tert-butylfluorene and 1.08 g (0.93 mmol) of Pd(PPh3), and the mixture was stirred at room temperature for 20 minutes. To this solution, 20 mL of an ethanol solution in which 5.01 g (41.1 mmol) of phenylboric acid was dissolved was added. The flask that had contained the phenylboric acid was washed two times with 4 mL of ethanol, and this was also added to the solution. The mixture was then... Product: C(C)(C)(C)C=1C(=CC=2CC3=CC(=C(C=C3C2C1)C(C)(C)C)C1=CC=CC=C1)C1=CC=CC=C1 (3,6-di-tert-butyl-2,7-diphenyl-fluorene). Run at time 20 minute. Isolated yield 54.0%. Starting materials: O (water), C(C)(=O)O[C@H]1C[C@@H]2CC[C@H]3[C@@H]4CC[C@H](C(C)=O)[C@]4(CC([C@@H]3[C@]2(C=C1)C)=O)C (3α-acetoxy-5α-pregn-1-ene-11,20-dione), [OH-].[K+] (potassium hydroxide). Run in CO (methanol), CO (methanol). Conditions: time 2 hour. Yields the product O[C@H]1C[C@@H]2CC[C@H]3[C@@H]4CC[C@H](C(C)=O)[C@]4(CC([C@@H]3[C@]2(C=C1)C)=O)C (3α-Hydroxy-5α-pregn-1-ene-11,20-dione). The yield is 52.0%. As a reaction SMILES: C([O:4][C@@H:5]1[CH:24]=[CH:23][C@@:22]2([CH3:25])[C@@H:7]([CH2:8][CH2:9][C@@H:10]3[C@@H:21]2[C:20](=[O:26])[CH2:19][C@@:18]2([CH3:27])[C@H:11]3[CH2:12][CH2:13][C@@H:14]2[C:15](=[O:17])[CH3:16])[CH2:6]1)(=O)C.[OH-].[K+].O>CO>[OH:4][C@@H:5]1[CH:24]=[CH:23][C@@:22]2([CH3:25])[C@@H:7]([CH2:8][CH2:9][C@@H:10]3[C@@H:21]2[C:20](=[O:26])[CH2:19][C@@:18]2([CH3:27])[C@H:11]3[CH2:12][CH2:13][C@@H:14]2[C:15](=[O:17])[CH3:16])[CH2:6]1 |f:1.2|. Procedure: A solution of crude 3α-acetoxy-5α-pregn-1-ene-11,20-dione (3.6 g.) in dry methanol (96 ml.) was treated with a solution of potassium hydroxide (650 mg.) in methanol (72 ml.), and the mixture stirred under nitrogen at room temperature for 2 hr. The reaction mixture was poured into water, and the product extracted with methylene chloride. The extract was washed with water, dried (MgSO4), and evaporated in vacuo. The residue (3.1 g.) was subjected to preparative t.l.c. The more polar product afford... The reactants are Cl (HCl), [N+](=O)([O-])C=1C=CC=C2C=CN(C12)CC(=O)O (2-(7-nitro-1H-indol-1-yl)acetic acid), C(CCl)Cl (EDC), ClC=1C=[N+](C=C(C1C[C@H](O)C1=CC(=C(C=C1)OC(F)F)OCC1CC1)Cl)[O-] ((S)-3,5-dichloro-4-(2-(3-(cyclopropylmethoxy)-4-(difluoromethoxy)phenyl)-2-hydroxyethyl)pyridine 1-oxide). The reagents and catalysts are CN(C)C=1C=CN=CC1 (DMAP). The solvent is C(Cl)Cl (DCM). Reaction conditions: time 16 hour. The product is ClC=1C=[N+](C=C(C1C[C@H](OC(CN1C=CC2=CC=CC(=C12)[N+](=O)[O-])=O)C1=CC(=C(C=C1)OC(F)F)OCC1CC1)Cl)[O-] ((S)-3,5-dichloro-4-(2-(3-(cyclopropylmethoxy)-4-(difluoromethoxy)phenyl)-2-(2-(7-nitro-1H-indol-1-yl)acetoxy)ethyl)pyridine 1-oxide). Isolated yield 20.2%. As a reaction SMILES: [N+:1]([C:4]1[CH:5]=[CH:6][CH:7]=[C:8]2[C:12]=1[N:11]([CH2:13][C:14]([OH:16])=[O:15])[CH:10]=[CH:9]2)([O-:3])=[O:2].C(Cl)CCl.[Cl:21][C:22]1[CH:23]=[N+:24]([O-:47])[CH:25]=[C:26]([Cl:46])[C:27]=1[CH2:28][C@@H:29]([C:31]1[CH:36]=[CH:35][C:34]([O:37][CH:38]([F:40])[F:39])=[C:33]([O:41][CH2:42][CH:43]2[CH2:45][CH2:44]2)[CH:32]=1)O.Cl>CN(C1C=CN=CC=1)C.C(Cl)Cl>[Cl:21][C:22]1[CH:23]=[N+:24]([O-:47])[CH:25]=[C:26]([Cl:46])[C:27]=1[CH2:28][C@@H:29]([C:31]1[CH:36]=[CH:35][C:34]([O:37][CH:38]([F:40])[F:39])=[C:33]([O:41][CH2:42][CH:43]2[CH2:45][CH2:44]2)[CH:32]=1)[O:15][C:14](=[O:16])[CH2:13][N:11]1[C:12]2[C:8](=[CH:7][CH:6]=[CH:5][C:4]=2[N+:1]([O-:3])=[O:2])[CH:9]=[CH:10]1. Reported procedure: A mixture of 2-(7-nitro-1H-indol-1-yl)acetic acid (0.15 g, 0.681 mmol), EDC (0.131 g, 0.681 mmol), DMAP (0.128 g, 1.048 mmol) and (S)-3,5-dichloro-4-(2-(3-(cyclopropylmethoxy)-4-(difluoromethoxy)phenyl)-2-hydroxyethyl)pyridine 1-oxide (0.220 g, 0.524 mmol) in dry DCM (15 ml) was stirred at room temperature for 16 hours. Aqueous 2N HCl was added, and the organic phase was separated and dried over sodium sulfate; the solvent was removed and the crude was triturated with MeOH. The precipitate was f... Starting materials: CN(C)Cc1ccc(OC2CN(C(=O)OC(C)(C)C)C2)cc1F, CO, Cl. Product: CN(C)Cc1ccc(OC2CNC2)cc1F. As a reaction SMILES: [CH3:1][N:2]([CH3:3])[CH2:4][c:5]1[c:6]([F:23])[cH:7][c:8]([O:9][CH:10]2[CH2:11][N:12]([C:14]([O:15][C:16]([CH3:17])([CH3:18])[CH3:19])=[O:20])[CH2:13]2)[cH:21][cH:22]1.[CH3:25][OH:26].[ClH:24]>>[CH3:1][N:2]([CH3:3])[CH2:4][c:5]1[c:6]([F:23])[cH:7][c:8]([O:9][CH:10]2[CH2:11][NH:12][CH2:13]2)[cH:21][cH:22]1. The reactants are CCOC(C)=O, CC1OCC(CC=CCCCC(=O)O)C(CN)O1, O, O=C=Nc1ccccc1, c1ccncc1. Yields the product CC1OCC(CC=CCCCC(=O)O)C(CNC(=O)Nc2ccccc2)O1. As a reaction SMILES: [CH3:35][CH2:36][O:37][C:38](=[O:39])[CH3:40].[NH2:1][CH2:2][CH:3]1[O:4][CH:5]([CH3:18])[O:6][CH2:7][CH:8]1[CH2:9][CH:10]=[CH:11][CH2:12][CH2:13][CH2:14][C:15](=[O:16])[OH:17].[OH2:28].[c:19]1([N:25]=[C:26]=[O:27])[cH:20][cH:21][cH:22][cH:23][cH:24]1.[cH:29]1[cH:30][cH:31][n:32][cH:33][cH:34]1>>[NH:1]([CH2:2][CH:3]1[O:4][CH:5]([CH3:18])[O:6][CH2:7][CH:8]1[CH2:9][CH:10]=[CH:11][CH2:12][CH2:13][CH2:14][C:15](=[O:16])[OH:17])[C:26]([NH:25][c:19]1[cH:20][cH:21][cH:22][cH:23][cH:24]1)=[O:27]. Reactants: CCN(C(C)C)C(C)C, ClC(Cl)Cl, COc1ccc(Br)cc1CCl, Cl, Cl, c1cnc(N2CCNCC2)nc1. The product is COc1ccc(Br)cc1CN1CCN(c2ncccn2)CC1. RXN SMILES: [CH:26]([N:27]([CH2:28][CH3:29])[CH:30]([CH3:31])[CH3:32])([CH3:33])[CH3:34].[CH:35]([Cl:36])([Cl:37])[Cl:38].[Cl:1][CH2:2][c:3]1[c:4]([O:10][CH3:11])[cH:5][cH:6][c:7]([Br:9])[cH:8]1.[ClH:12].[ClH:13].[n:14]1[c:15]([N:20]2[CH2:21][CH2:22][NH:23][CH2:24][CH2:25]2)[n:16][cH:17][cH:18][cH:19]1>>[CH2:2]([c:3]1[c:4]([O:10][CH3:11])[cH:5][cH:6][c:7]([Br:9])[cH:8]1)[N:23]1[CH2:22][CH2:21][N:20]([c:15]2[n:14][cH:19][cH:18][cH:17][n:16]2)[CH2:25][CH2:24]1.